This data is from the Open Reaction Database (ORD), a public repository of structured organic reaction records. The task is: describe an organic reaction: reactants, conditions, products, and yield The reactants are NC1=CC(=C(C(=O)NCC2CCN(CC2)CCCN)C=C1Cl)OC (4-Amino-N-(1-(3-aminopropyl)piperidin-4-ylmethyl)-5-chloro-2-methoxybenzamide), ClC=1C=C(C=O)C=CC1Cl (3,4-dichlorobenzaldehyde). The product is NC1=CC(=C(C(=O)NCC2CCN(CC2)CCCNCC2=CC(=C(C=C2)Cl)Cl)C=C1Cl)OC (4-amino-5-chloro-N-((1-(3-(3,4-dichlorobenzylamino)propyl)piperidin-4-yl)methyl)-2-methoxybenzamide). Yield: 93.2%. As a reaction SMILES: [NH2:1][C:2]1[C:21]([Cl:22])=[CH:20][C:5]([C:6]([NH:8][CH2:9][CH:10]2[CH2:15][CH2:14][N:13]([CH2:16][CH2:17][CH2:18][NH2:19])[CH2:12][CH2:11]2)=[O:7])=[C:4]([O:23][CH3:24])[CH:3]=1.[Cl:25][C:26]1[CH:27]=[C:28]([CH:31]=[CH:32][C:33]=1[Cl:34])[CH:29]=O>>[NH2:1][C:2]1[C:21]([Cl:22])=[CH:20][C:5]([C:6]([NH:8][CH2:9][CH:10]2[CH2:11][CH2:12][N:13]([CH2:16][CH2:17][CH2:18][NH:19][CH2:29][C:28]3[CH:31]=[CH:32][C:33]([Cl:34])=[C:26]([Cl:25])[CH:27]=3)[CH2:14][CH2:15]2)=[O:7])=[C:4]([O:23][CH3:24])[CH:3]=1. Procedure details: 4-Amino-N-(1-(3-aminopropyl)piperidin-4-ylmethyl)-5-chloro-2-methoxybenzamide (2 g) as starting compound and 3,4-dichlorobenzaldehyde (0.99 g) were reacted and treated in the same manner as in Example 121 to give 2.7 g of 4-amino-5-chloro-N-((1-(3-(3,4-dichlorobenzylamino)propyl)piperidin-4-yl)methyl)-2-methoxybenzamide. Yields the product CC(=O)c1ccc2[nH]cc(CCN3C(=O)c4ccccc4C3=O)c2c1. RXN SMILES: [C:1]([CH3:2])(=[O:3])[c:4]1[cH:5][c:6]2[c:7]([CH2:13][CH2:14][NH2:15])[cH:8][nH:9][c:10]2[cH:11][cH:12]1.[CH3:28][C:29](=[O:30])[O-:31].[CH3:32][C:33](=[O:34])[OH:35].[Na+:27].[O:16]=[C:17]1[O:18][C:19](=[O:20])[c:21]2[cH:22][cH:23][cH:24][cH:25][c:26]21>>[C:1]([CH3:2])(=[O:3])[c:4]1[cH:5][c:6]2[c:7]([CH2:13][CH2:14][N:15]3[C:17](=[O:16])[c:26]4[c:21]([cH:22][cH:23][cH:24][cH:25]4)[C:19]3=[O:18])[cH:8][nH:9][c:10]2[cH:11][cH:12]1. The reactants are CC(=O)c1ccc2[nH]cc(CCN)c2c1, CC(=O)[O-], CC(=O)O, [Na+], O=C1OC(=O)c2ccccc21. Reactants: C(C1=CC=CC=C1)=CC(=O)C1=CC=CC=C1 (benzalacetophenone), OO (hydrogen peroxide), [OH-].[Na+] (sodium hydroxide). Solvent: CO (methanol). Conditions: time 20 minute. The product is C1(=CC=CC=C1)C(C1C(O1)C1=CC=CC=C1)=O (1,3-diphenyl-2,3-epoxy-1-propanone). Reaction SMILES: [CH:1](=[CH:8][C:9]([C:11]1[CH:16]=[CH:15][CH:14]=[CH:13][CH:12]=1)=[O:10])[C:2]1[CH:7]=[CH:6][CH:5]=[CH:4][CH:3]=1.[OH:17]O.[OH-].[Na+]>CO>[C:2]1([C:1](=[O:17])[CH:8]2[O:10][CH:9]2[C:11]2[CH:16]=[CH:15][CH:14]=[CH:13][CH:12]=2)[CH:7]=[CH:6][CH:5]=[CH:4][CH:3]=1 |f:2.3|. Procedure details: To a mechanically stirred mixture of 83.2 g benzalacetophenone (0.3m), 1000 ml methanol and 120 ml 15% hydrogen peroxide was added 100 ml 2N sodium hydroxide solution, while maintaining the temperature below 30° by external cooling. After completed addition, the mixture was left standing at room temperature for 20 min. The crystalline precipitate was filtered off, washed with water and recrystallized from methanol. There were obtained 59.6 g 1,3-diphenyl-2,3-epoxy-1-propanone; m.p. 90° C. The reactants are C[C@H]1CN(CC1)[C@H](CO)C ((S)-2-((R)-3-methylpyrrolidin-1-yl)propan-1-ol), C([O-])([O-])=O.[Cs+].[Cs+] (cesium carbonate), IC1=CC=C(C=C1)I (1,4-diiodobenzene). The reagents and catalysts are [Cu]I (CuI). The solvent is C(CCC)#N (butyronitrile). Conditions: temperature 125 celsius. Product: IC1=CC=C(OC[C@H](C)N2C[C@@H](CC2)C)C=C1 ((R)-1-((S)-1-(4-iodophenoxy)propan-2-yl)-3-methylpyrrolidine). The yield is 76.2%. As a reaction SMILES: I[C:2]1[CH:7]=[CH:6][C:5]([I:8])=[CH:4][CH:3]=1.[CH3:9][C@@H:10]1[CH2:14][CH2:13][N:12]([C@@H:15]([CH3:18])[CH2:16][OH:17])[CH2:11]1.C(=O)([O-])[O-].[Cs+].[Cs+]>C(#N)CCC.[Cu]I>[I:8][C:5]1[CH:6]=[CH:7][C:2]([O:17][CH2:16][C@@H:15]([N:12]2[CH2:13][CH2:14][C@@H:10]([CH3:9])[CH2:11]2)[CH3:18])=[CH:3][CH:4]=1 |f:2.3.4|. Procedure: A mixture of 1,4-diiodobenzene (2.07 g, 6.27 mmol), ((S)-2-((R)-3-methylpyrrolidin-1-yl)propan-1-ol (0.6 g, 4.18 mmol), CuI (80 mg, 0.4 mmol), cesium carbonate (1.36 g, 4.18 mmol) in butyronitrile (4 mL) was degassed and then heated at 125° C. overnight. The mixture was cooled to room temperature, filtered through celite and washed with EtOAc. The filtrate was concentrated and purified on a silica gel column using 0-10% methanol in dichloromethane to afford (R)-1-((S)-1-(4-iodophenoxy)propan-2-y... The reactants are BrB(Br)Br, ClCCl, CO, CCOC(C)=O, COc1cc(Cl)ccc1B1OCc2ccccc21, Cl. The product is Oc1cc(Cl)ccc1B1OCc2ccccc21. RXN SMILES: [B:19]([Br:20])([Br:21])[Br:22].[CH2:26]([Cl:27])[Cl:28].[CH3:23][OH:24].[CH3:29][CH2:30][O:31][C:32](=[O:33])[CH3:34].[Cl:1][c:2]1[cH:3][c:4]([O:17][CH3:18])[c:5]([B:8]2[O:9][CH2:10][c:11]3[c:12]2[cH:13][cH:14][cH:15][cH:16]3)[cH:6][cH:7]1.[ClH:25]>>[Cl:1][c:2]1[cH:3][c:4]([OH:17])[c:5]([B:8]2[O:9][CH2:10][c:11]3[c:12]2[cH:13][cH:14][cH:15][cH:16]3)[cH:6][cH:7]1. The reactants are [Si](C)(C)(C(C)(C)C)O[C@H]1CN(CC1)C(=O)C1=CC=C(C=C1)C=1C=CC\2=C(\N=C(/C\C(=C2)\C(N(CCC)CCC)=O)\NC(OC(C)(C)C)=O)C1 (tert-butyl (1E,4E)-8-(4-((R)-3-(tert-butyldimethylsilyloxy)pyrrolidine-1-carbonyl)phenyl)-4-(dipropylcarbamoyl)-3H-benzo[b]azepin-2-ylcarbamate), CCCC[N+](CCCC)(CCCC)CCCC.[F-] (TBAF). The solvent is CCOC(=O)C (EtOAc), C1CCOC1 (THF). Run at time 1.5 hour. Product: C(CC)N(C(=O)/C/1=C/C2=C(\N=C(/C1)\NC(OC(C)(C)C)=O)C=C(C=C2)C2=CC=C(C=C2)C(=O)N2C[C@@H](CC2)O)CCC (tert-butyl (1E,4E)-4-(dipropylcarbamoyl)-8-(4-((R)-3-hydroxypyrrolidine-1-carbonyl)phenyl)-3H-benzo[b]azepin-2-ylcarbamate). As a reaction SMILES: [Si]([O:8][C@@H:9]1[CH2:13][CH2:12][N:11]([C:14]([C:16]2[CH:21]=[CH:20][C:19]([C:22]3[CH:23]=[CH:24][C:25]4=[C:26]([CH:49]=3)[N:27]=[C:28]([NH:41][C:42](=[O:48])[O:43][C:44]([CH3:47])([CH3:46])[CH3:45])[CH2:29][C:30]([C:32](=[O:40])[N:33]([CH2:37][CH2:38][CH3:39])[CH2:34][CH2:35][CH3:36])=[CH:31]4)=[CH:18][CH:17]=2)=[O:15])[CH2:10]1)(C(C)(C)C)(C)C.CCCC[N+](CCCC)(CCCC)CCCC.[F-]>C1COCC1.CCOC(C)=O>[CH2:37]([N:33]([CH2:34][CH2:35][CH3:36])[C:32]([C:30]1=[CH:31][C:25]2[CH:24]=[CH:23][C:22]([C:19]3[CH:20]=[CH:21][C:16]([C:14]([N:11]4[CH2:12][CH2:13][C@@H:9]([OH:8])[CH2:10]4)=[O:15])=[CH:17][CH:18]=3)=[CH:49][C:26]=2[N:27]=[C:28]([NH:41][C:42](=[O:48])[O:43][C:44]([CH3:47])([CH3:46])[CH3:45])[CH2:29]1)=[O:40])[CH2:38][CH3:39] |f:1.2|. Procedure details: To a solution of tert-butyl (1E,4E)-8-(4-((R)-3-(tert-butyldimethylsilyloxy)pyrrolidine-1-carbonyl)phenyl)-4-(dipropylcarbamoyl)-3H-benzo[b]azepin-2-ylcarbamate (225 mg, 0.327 mmol) in THF (4 mL) at 0° C. was added a solution of TBAF (0.34 mL, 0.34 mmol, 1 M solution in THF). The resulting mixture was warmed to room temperature and stirred for 1.5 hr. The reaction mixture was diluted with EtOAc and washed with brine (2×). The organic layer was dried over MgSO4, filtered, and concentrated under r... Starting materials: [Li]C(C)(C)C, C1CCOC1, CC(C)I, c1ccc2sccc2c1. Product: CC(C)c1cc2ccccc2s1. As a reaction SMILES: [C:10]([CH3:11])([CH3:12])([Li:13])[CH3:14].[CH2:19]1[O:20][CH2:21][CH2:22][CH2:23]1.[I:15][CH:16]([CH3:17])[CH3:18].[s:1]1[c:2]2[c:3]([cH:4][cH:5]1)[cH:6][cH:7][cH:8][cH:9]2>>[s:1]1[c:2]2[c:3]([cH:4][c:5]1[CH:10]([CH3:11])[CH3:12])[cH:6][cH:7][cH:8][cH:9]2. Starting materials: CC(C)(C)OC(=O)Nc1ccc(OC(F)(F)F)c(Br)c1, O=C([O-])[O-], CCOC(=O)c1ccc(B(O)O)cc1, COCCOC, [Cs+], [Cs+]. The product is CCOC(=O)c1ccc(-c2cc(NC(=O)OC(C)(C)C)ccc2OC(F)(F)F)cc1. As a reaction SMILES: [C:1]([CH3:2])([CH3:3])([CH3:4])[O:5][C:6]([NH:7][c:8]1[cH:9][c:10]([Br:19])[c:11]([O:14][C:15]([F:16])([F:17])[F:18])[cH:12][cH:13]1)=[O:20].[C:35](=[O:36])([O-:37])[O-:38].[CH2:21]([CH3:22])[O:23][C:24](=[O:25])[c:26]1[cH:27][cH:28][c:29]([B:32]([OH:33])[OH:34])[cH:30][cH:31]1.[CH3:41][O:42][CH2:43][CH2:44][O:45][CH3:46].[Cs+:39].[Cs+:40]>>[C:1]([CH3:2])([CH3:3])([CH3:4])[O:5][C:6]([NH:7][c:8]1[cH:9][c:10](-[c:29]2[cH:28][cH:27][c:26]([C:24]([O:23][CH2:21][CH3:22])=[O:25])[cH:31][cH:30]2)[c:11]([O:14][C:15]([F:16])([F:17])[F:18])[cH:12][cH:13]1)=[O:20]. The product is ClC1=CC=C(C=C1)C(CN1CCCCC1)C1=CC=C(C=C1)C=1C=NNC1 (1-{2-(4-Chloro-phenyl)-2-[4-(1H-pyrazol-4-yl)-phenyl]-ethyl}-piperidine). RXN SMILES: [C:1](OC(N1CCN(CC(C2C=CC(Cl)=CC=2)C2C=CC(Cl)=CC=2)CC1)=O)(C)(C)C.[Cl:30][C:31]1[CH:36]=[CH:35][C:34]([CH:37]([C:45]2[CH:50]=[CH:49][C:48]([C:51]3[CH:52]=[N:53][NH:54][CH:55]=3)=[CH:47][CH:46]=2)[CH2:38][N:39]2[CH2:44][CH2:43]N[CH2:41][CH2:40]2)=[CH:33][CH:32]=1.C(N1CCNCC1)(OC(C)(C)C)=O>>[Cl:30][C:31]1[CH:36]=[CH:35][C:34]([CH:37]([C:45]2[CH:50]=[CH:49][C:48]([C:51]3[CH:52]=[N:53][NH:54][CH:55]=3)=[CH:47][CH:46]=2)[CH2:38][N:39]2[CH2:40][CH2:41][CH2:1][CH2:43][CH2:44]2)=[CH:33][CH:32]=1. Procedure details: By following the procedure described in Example 33A, 33B and 33D but substituting piperidine for N—BOC-piperazine, the title compound was obtained. LC/MS: (PS-A2) Rt 2.21 [M+H]+ 366.09. 1H NMR (Me-d3-OD) δ 1.44 (2H, m), 1.53 (4H, m), 2.39-2.57 (4H, m), 2.94-3.09 (2H, m), 4.26 (1H, t), 7.22-7.35 (6H, m), 7.50 (2H, d), 7.91 (2H, s). The reactants are C(C)(C)(C)OC(=O)N1CCN(CC1)CC(C1=CC=C(C=C1)Cl)C1=CC=C(C=C1)Cl (4-[2,2-Bis-(4-chloro-phenyl)-ethyl]-piperazine-1-carboxylic acid tert-butyl ester), ClC1=CC=C(C=C1)C(CN1CCNCC1)C1=CC=C(C=C1)C=1C=NNC1 (1-{2-(4-Chloro-phenyl)-2-[4-(1H-pyrazol-4-yl)-phenyl]-ethyl}-piperazine), C(=O)(OC(C)(C)C)N1CCNCC1 (N—BOC-piperazine).